From a dataset of the Open Reaction Database (ORD), a public repository of structured organic reaction records. describe an organic reaction: reactants, conditions, products, and yield The reactants are C1CCOC1, C#CC(O)CCC, CCCC1CCC(C2CCc3cc(O)c(F)c(F)c3C2)CC1, CC(C)OC(=O)N=NC(=O)OC(C)C, O, c1ccc(P(c2ccccc2)c2ccccc2)cc1. Product: C#CC(CCC)Oc1cc2c(c(F)c1F)CC(C1CCC(CCC)CC1)CC2. Reaction SMILES: [CH2:63]1[O:64][CH2:65][CH2:66][CH2:67]1.[CH:23]#[C:24][CH:25]([CH2:26][CH2:27][CH3:28])[OH:29].[F:1][c:2]1[c:3]([OH:22])[cH:4][c:5]2[c:10]([c:11]1[F:12])[CH2:9][CH:8]([CH:13]1[CH2:14][CH2:15][CH:16]([CH2:19][CH2:20][CH3:21])[CH2:17][CH2:18]1)[CH2:7][CH2:6]2.[O:49]=[C:50]([O:51][CH:52]([CH3:53])[CH3:54])[N:55]=[N:56][C:57]([O:58][CH:59]([CH3:60])[CH3:61])=[O:62].[OH2:68].[c:30]1([P:31]([c:32]2[cH:33][cH:34][cH:35][cH:36][cH:37]2)[c:38]2[cH:39][cH:40][cH:41][cH:42][cH:43]2)[cH:44][cH:45][cH:46][cH:47][cH:48]1>>[F:1][c:2]1[c:3]([O:22][CH:25]([C:24]#[CH:23])[CH2:26][CH2:27][CH3:28])[cH:4][c:5]2[c:10]([c:11]1[F:12])[CH2:9][CH:8]([CH:13]1[CH2:14][CH2:15][CH:16]([CH2:19][CH2:20][CH3:21])[CH2:17][CH2:18]1)[CH2:7][CH2:6]2. Reactants: COc1ccc(C#N)cc1Br, Cc1ccccc1, OB(O)C1CC1, C1CCC(P(C2CCCCC2)C2CCCCC2)CC1, CC(=O)[O-], CC(=O)[O-], [Pd+2]. Product: COc1ccc(C#N)cc1C1CC1. Reaction SMILES: [Br:1][c:2]1[cH:3][c:4]([C:5]#[N:6])[cH:7][cH:8][c:9]1[O:10][CH3:11].[CH3:37][c:38]1[cH:39][cH:40][cH:41][cH:42][cH:43]1.[CH:12]1([B:15]([OH:16])[OH:17])[CH2:13][CH2:14]1.[CH:18]1([P:19]([CH:20]2[CH2:21][CH2:22][CH2:23][CH2:24][CH2:25]2)[CH:26]2[CH2:27][CH2:28][CH2:29][CH2:30][CH2:31]2)[CH2:32][CH2:33][CH2:34][CH2:35][CH2:36]1.[O-:45][C:46]([CH3:47])=[O:48].[O-:49][C:50]([CH3:51])=[O:52].[Pd+2:44]>>[c:2]1([CH:12]2[CH2:13][CH2:14]2)[cH:3][c:4]([C:5]#[N:6])[cH:7][cH:8][c:9]1[O:10][CH3:11]. The reactants are C1(CCCCC1)NC1=CC(=NC=N1)C(=O)O (6-(cyclohexylamino)pyrimidine-4-carboxylic acid), C1(CCCCC1)NC1=CC(=NC=N1)C(=O)O (6-(cyclohexylamino)pyrimidine-4-carboxylic acid), NC1=CC=C(C=C1)O (4-aminophenol). The product is C1(CCCCC1)NC1=CC(=NC=N1)C(=O)NC1=CC=C(C=C1)O (6-(cyclohexylamino)-N-(4-hydroxyphenyl)pyrimidine-4-carboxamide). Reaction SMILES: [CH:1]1([NH:7][C:8]2[N:13]=[CH:12][N:11]=[C:10]([C:14]([OH:16])=O)[CH:9]=2)[CH2:6][CH2:5][CH2:4][CH2:3][CH2:2]1.[NH2:17][C:18]1[CH:23]=[CH:22][C:21]([OH:24])=[CH:20][CH:19]=1>>[CH:1]1([NH:7][C:8]2[N:13]=[CH:12][N:11]=[C:10]([C:14]([NH:17][C:18]3[CH:23]=[CH:22][C:21]([OH:24])=[CH:20][CH:19]=3)=[O:16])[CH:9]=2)[CH2:2][CH2:3][CH2:4][CH2:5][CH2:6]1. Reported procedure: Following the general method as outlined in Example 1, starting from 6-(cyclohexylamino)pyrimidine-4-carboxylic acid (Intermediate 4) and 4-aminophenol (Aldrich), the title compound was obtained as a slightly yellow solid. The reactants are CCCc1cc(C)[nH]c(=O)c1CNC(=O)c1cc(OCCN2CCN(C(=O)OC(C)(C)C)CC2)cc2c1ccn2C(C)C, ClCCl, O=C(O)C(F)(F)F. The product is CCCc1cc(C)[nH]c(=O)c1CNC(=O)c1cc(OCCN2CCNCC2)cc2c1ccn2C(C)C. As a reaction SMILES: [C:1]([O:2][C:3](=[O:4])[N:8]1[CH2:9][CH2:10][N:11]([CH2:14][CH2:15][O:16][c:17]2[cH:18][c:19]([C:29]([NH:30][CH2:31][c:32]3[c:33](=[O:42])[nH:34][c:35]([CH3:41])[cH:36][c:37]3[CH2:38][CH2:39][CH3:40])=[O:43])[c:20]3[cH:21][cH:22][n:23]([CH:26]([CH3:27])[CH3:28])[c:24]3[cH:25]2)[CH2:12][CH2:13]1)([CH3:5])([CH3:6])[CH3:7].[Cl:51][CH2:52][Cl:53].[F:44][C:45]([F:46])([F:47])[C:48]([OH:49])=[O:50]>>[NH:8]1[CH2:9][CH2:10][N:11]([CH2:14][CH2:15][O:16][c:17]2[cH:18][c:19]([C:29]([NH:30][CH2:31][c:32]3[c:33](=[O:42])[nH:34][c:35]([CH3:41])[cH:36][c:37]3[CH2:38][CH2:39][CH3:40])=[O:43])[c:20]3[cH:21][cH:22][n:23]([CH:26]([CH3:27])[CH3:28])[c:24]3[cH:25]2)[CH2:12][CH2:13]1. The reactants are NCCNC1=C(C=C(C=C1)C=1C(CC(NN1)=O)C)[N+](=O)[O-] (6-[4-(2-aminoethyl)amino-3-nitro-phenyl]-4,5-dihydro-5-methyl-3(2H)-pyridazinone), [H][H] (hydrogen). Reagents/catalysts: [Pd] (palladium charcoal). Run in CO (methanol). Yields the product NCCNC1=C(C=C(C=C1)C=1C(CC(NN1)=O)C)N (6-[4-(2-aminoethyl)amino-3-amino-phenyl]-4,5-dihydro-5-methyl-3(2H)-pyridazinone). The yield is 50.9%. Reaction SMILES: [NH2:1][CH2:2][CH2:3][NH:4][C:5]1[CH:10]=[CH:9][C:8]([C:11]2[CH:12]([CH3:18])[CH2:13][C:14](=[O:17])[NH:15][N:16]=2)=[CH:7][C:6]=1[N+:19]([O-])=O.[H][H]>CO.[Pd]>[NH2:1][CH2:2][CH2:3][NH:4][C:5]1[CH:10]=[CH:9][C:8]([C:11]2[CH:12]([CH3:18])[CH2:13][C:14](=[O:17])[NH:15][N:16]=2)=[CH:7][C:6]=1[NH2:19]. Procedure: 3.0 g (10.3 mmol) of 6-[4-(2-aminoethyl)amino-3-nitro-phenyl]-4,5-dihydro-5-methyl-3(2H)-pyridazinone in 200 ml of methanol are hydrogenated under a hydrogen pressure of 2 bar at room temperature in the presence of 0.5 g of palladium charcoal (10% Pd) until uptake of hydrogen ceases. After removal of the catalyst by filtration, the solution is concentrated by evaporation under vacuum. The residue is chromatographed on silica gel with methanol/conc. ammonia (95/5) as solvent. The main fraction is...